Dataset: the Open Reaction Database (ORD), a public repository of structured organic reaction records. Task: describe an organic reaction: reactants, conditions, products, and yield Reactants: O.C1(=CC(O)=CC(C)=C1)O (Orcinol monohydrate), ClC1=C(C=C(C=C1)Cl)S(=O)(=O)Cl (2,5-dichlorobenzenesulfonyl chloride). The solvent is C(=O)(O)[O-].[Na+] (NaHCO3), C(C)OCC (diethyl ether), O (water). Conditions: time 8 hour. The product is ClC1=C(C=C(C=C1)Cl)S(=O)(=O)OC=1C=C(C=C(C1)C)O (3-(2,5-Dichlorophenylsulfonyloxy)-5-methylphenol), solid. Yield: 51.0%. RXN SMILES: O.[C:2]1([OH:10])[CH:9]=[C:7]([CH3:8])[CH:6]=[C:4]([OH:5])[CH:3]=1.[Cl:11][C:12]1[CH:17]=[CH:16][C:15]([Cl:18])=[CH:14][C:13]=1[S:19](Cl)(=[O:21])=[O:20]>C([O-])(O)=O.[Na+].C(OCC)C.O>[Cl:11][C:12]1[CH:17]=[CH:16][C:15]([Cl:18])=[CH:14][C:13]=1[S:19]([O:5][C:4]1[CH:3]=[C:2]([OH:10])[CH:9]=[C:7]([CH3:8])[CH:6]=1)(=[O:21])=[O:20] |f:0.1,3.4|. Procedure: Orcinol monohydrate (1.42 g, 10.0 mmol) and 2,5-dichlorobenzenesulfonyl chloride (2.46 g, 10.0 mmol) were mixed in saturated aqueous NaHCO3 (30 mL) and diethyl ether (30 mL). The biphasic mixture was stirred vigorously at ambient temperature overnight. The reaction mixture was diluted with water (50 mL) and extracted into ethyl acetate (3×50 mL). The organic phase was washed with brine (2×50 mL) and dried over Na2SO4. After removing the solvent in vacuo, the residue was purified by flash column ... Product: C(C)(C)(C)OC(=O)N1CCC2=C(CC1)N=C(N2)I (2-Iodo-4,5,7,8-tetrahydro-1H-imidazo[4,5-d]azepine-6-carboxylic acid tert-butyl ester). Reaction SMILES: [C:1]([O:5][C:6]([N:8]1[CH2:14][CH2:13][C:12]2[N:15]=[CH:16][NH:17][C:11]=2[CH2:10][CH2:9]1)=[O:7])([CH3:4])([CH3:3])[CH3:2].C1C(=O)N([I:25])C(=O)C1>C1COCC1>[C:1]([O:5][C:6]([N:8]1[CH2:9][CH2:10][C:11]2[N:17]=[C:16]([I:25])[NH:15][C:12]=2[CH2:13][CH2:14]1)=[O:7])([CH3:4])([CH3:2])[CH3:3]. Reaction conditions: time 18 hour. The yield is 83.6%. Run in C1CCOC1 (THF). Starting materials: C(C)(C)(C)OC(=O)N1CCC2=C(CC1)N=CN2 (4,5,7,8-tetrahydro-1H-imidazo[4,5-d]azepine-6-carboxylic acid tert-butyl ester), C1CC(=O)N(C1=O)I (NIS). Procedure: To a solution of 4,5,7,8-tetrahydro-1H-imidazo[4,5-d]azepine-6-carboxylic acid tert-butyl ester (Preparation 27, 4.8 g, 20.23 mmol) in THF (60 mL) was added NIS (4.78 g, 21.24 mmol). The reaction was stirred at room temperature for 18 hours and the solvent was then removed in vacuo. The residue was dissolved in EtOAc (200 mL) and the resulting solution was washed with sodium thiosulfate solution (150 mL). The aqueous layer was re-extracted with EtOAc (150 mL) and the combined organic layers were... Starting materials: C(C)(C)(C)OC(=O)N1CCC(CC1)(OC)CN(C)CC1=CC=CC=C1 (4-[(Benzyl-methyl-amino)-methyl]-4-methoxy-piperidine-1-carboxylic acid tert-butyl ester). Reagents/catalysts: [Pd] (Pd—C), [Pd] (Pd—C). Run in C(C)(=O)OCC (ethyl acetate). Reaction conditions: time 23 hour. Yields the product C(C)(C)(C)OC(=O)N1CCC(CC1)(CNC)OC (4-Methoxy-4-methylaminomethyl-piperidine-1-carboxylic acid tert-butyl ester). Isolated yield 85.7%. As a reaction SMILES: [C:1]([O:5][C:6]([N:8]1[CH2:13][CH2:12][C:11]([CH2:16][N:17](CC2C=CC=CC=2)[CH3:18])([O:14][CH3:15])[CH2:10][CH2:9]1)=[O:7])([CH3:4])([CH3:3])[CH3:2]>C(OCC)(=O)C.[Pd]>[C:1]([O:5][C:6]([N:8]1[CH2:9][CH2:10][C:11]([O:14][CH3:15])([CH2:16][NH:17][CH3:18])[CH2:12][CH2:13]1)=[O:7])([CH3:4])([CH3:3])[CH3:2]. Procedure details: Amine (36) (55 g, 158 mmol) was dissolved in ethyl acetate (500 ml). Pd—C (10%, wet, 5 g) was added and the mixture was stirred for 23 h under hydrogen atmosphere (1 bar). TLC analysis revealed incomplete conversion. Extra Pd—C (2.5 g) was added and the mixture was stirred under H2 (1 bar) for 110 h. NMR analysis revealed complete conversion. The mixture was filtrated over Celite, the Celite crop was washed with ethyl acetate and the filtrate was evaporated to dryness. The residue was purified b... Starting materials: NC(=O)CCCCBr, CC(=O)OC(C)=O, O. The product is CC(=O)NC(=O)CCCCBr. RXN SMILES: [Br:1][CH2:2][CH2:3][CH2:4][CH2:5][C:6](=[O:7])[NH2:8].[CH3:9][C:10](=[O:11])[O:12][C:13](=[O:14])[CH3:15].[OH2:16]>>[Br:1][CH2:2][CH2:3][CH2:4][CH2:5][C:6](=[O:7])[NH:8][C:10]([CH3:9])=[O:11]. The reactants are FC1=CC(=C(C=C1)[N+](=O)[O-])OC(C)C (4-fluoro-1-nitro-2-(propan-2-yloxy)benzene), CN1CCNCC1 (1-methylpiperazine), C([O-])([O-])=O.[K+].[K+] (potassium carbonate). Solvent: CS(=O)C (DMSO), O (water). Run at time 8 hour. The product is CN1CCN(CC1)C1=CC(=C(C=C1)[N+](=O)[O-])OC(C)C (1-methyl-4-[4-nitro-3-(propan-2-yloxy)phenyl]piperazine). Isolated yield 97.0%. RXN SMILES: F[C:2]1[CH:7]=[CH:6][C:5]([N+:8]([O-:10])=[O:9])=[C:4]([O:11][CH:12]([CH3:14])[CH3:13])[CH:3]=1.[CH3:15][N:16]1[CH2:21][CH2:20][NH:19][CH2:18][CH2:17]1.C(=O)([O-])[O-].[K+].[K+]>CS(C)=O.O>[CH3:15][N:16]1[CH2:21][CH2:20][N:19]([C:2]2[CH:7]=[CH:6][C:5]([N+:8]([O-:10])=[O:9])=[C:4]([O:11][CH:12]([CH3:14])[CH3:13])[CH:3]=2)[CH2:18][CH2:17]1 |f:2.3.4|. Procedure: A mixture of 10.0 g of 4-fluoro-1-nitro-2-(propan-2-yloxy)benzene, 10.0 g of 1-methylpiperazine and 10.4 g of potassium carbonate in 93 ml of DMSO is stirred at ambient temperature overnight. The mixture is diluted with 160 ml of water and extracted three times with 150 ml of ethyl acetate. The organic phases are dried over magnesium sulfate and concentrated under vacuum. The residue is purified on 200 g of silica, elution being carried out with dichloromethane/methanol (98/2 then 95/5), so as t... The reactants are [Na].COC1OCC(CO1)COC1=C(C(=NC=C1)CS(=O)C1=NC2=C(N1)C=CC=C2)C (2-(((4-((2-methoxy-1,3-dioxan-5-yl)methoxy)-3-methylpyridin-2-yl)methyl)sulfinyl)-1H-benzimidazole sodium salt), CC1(OCC(CO1)(C)C)CCO (2-(2,5,5-trimethyl-1,3-dioxan-2-yl)ethanol). The product is [Na].CC=1C(=NC=CC1OCCC1(OCC(CO1)(C)C)C)CS(=O)C1=NC2=C(N1)C=CC=C2 (2-(((3-methyl-4-(2-(2,5,5-trimethyl-1,3-dioxan-2-yl)ethoxy)pyridin-2-yl)methyl)sulfinyl)-1H-benzimidazole sodium salt). Yield: 7.2%. As a reaction SMILES: [Na:1].COC1OCC([CH2:10][O:11][C:12]2[CH:17]=[CH:16][N:15]=[C:14]([CH2:18][S:19]([C:21]3[NH:25][C:24]4[CH:26]=[CH:27][CH:28]=[CH:29][C:23]=4[N:22]=3)=[O:20])[C:13]=2[CH3:30])CO1.[CH3:31][C:32]1([CH2:40]CO)[O:37][CH2:36][C:35]([CH3:39])([CH3:38])[CH2:34][O:33]1>>[Na:1].[CH3:30][C:13]1[C:14]([CH2:18][S:19]([C:21]2[NH:22][C:23]3[CH:29]=[CH:28][CH:27]=[CH:26][C:24]=3[N:25]=2)=[O:20])=[N:15][CH:16]=[CH:17][C:12]=1[O:11][CH2:10][CH2:31][C:32]1([CH3:40])[O:37][CH2:36][C:35]([CH3:39])([CH3:38])[CH2:34][O:33]1 |f:0.1,3.4,^1:0,42|. Reported procedure: The same procedure as in the steps (6b) to (6f) of Example 6 was repeated using 2-(2,5,5-trimethyl-1,3-dioxan-2-yl)ethanol obtained in the step (34a) to obtain the title compound (196 mg, total yield: 7.2%) as a light yellow solid. Reactants: O=C(NC1CCCC1)C1(CCCCBr)c2ccccc2-c2ccccc21, c1ccc2nc(N3CCNCC3)ccc2c1. The product is O=C(NC1CCCC1)C1(CCCCN2CCN(c3ccc4ccccc4n3)CC2)c2ccccc2-c2ccccc21. Reaction SMILES: [CH:1]1([NH:6][C:7](=[O:8])[C:9]2([CH2:22][CH2:23][CH2:24][CH2:25][Br:26])[c:10]3[cH:11][cH:12][cH:13][cH:14][c:15]3-[c:16]3[cH:17][cH:18][cH:19][cH:20][c:21]32)[CH2:2][CH2:3][CH2:4][CH2:5]1.[N:27]1([c:33]2[n:34][c:35]3[cH:36][cH:37][cH:38][cH:39][c:40]3[cH:41][cH:42]2)[CH2:28][CH2:29][NH:30][CH2:31][CH2:32]1>>[CH:1]1([NH:6][C:7](=[O:8])[C:9]2([CH2:22][CH2:23][CH2:24][CH2:25][N:30]3[CH2:29][CH2:28][N:27]([c:33]4[n:34][c:35]5[cH:36][cH:37][cH:38][cH:39][c:40]5[cH:41][cH:42]4)[CH2:32][CH2:31]3)[c:10]3[cH:11][cH:12][cH:13][cH:14][c:15]3-[c:16]3[cH:17][cH:18][cH:19][cH:20][c:21]32)[CH2:2][CH2:3][CH2:4][CH2:5]1.